This data is from the Open Reaction Database (ORD), a public repository of structured organic reaction records. The task is: describe an organic reaction: reactants, conditions, products, and yield Starting materials: Cl[O-].[Na+] (sodium hypochlorite), Cl[O-].[Na+] (sodium hypochlorite), Cl[O-].[Na+] (sodium hypochlorite), CC1(N[C@H](C[C@@H]1C1=CC=NC=C1)C1=CC(=C(C(=C1)OC)OC)OC)C (4-[trans-2,2-dimethyl-5-(3,4,5-trimethoxyphenyl)-3-pyrrolidinyl]-pyridine), C(Cl)Cl (CH2Cl2). The solvent is O (water). Conditions: temperature 50 celsius. Yields the product ClN1C([C@H](C[C@@H]1C1=CC(=C(C(=C1)OC)OC)OC)C1=CC=NC=C1)(C)C (4-[trans-1-chloro-2,2-dimethyl-5-(3,4,5-trimethoxyphenyl)-3-pyrrolidinyl]-pyridine). RXN SMILES: Cl[O-].[Na+].[CH3:4][C:5]1([CH3:28])[C@@H:9]([C:10]2[CH:15]=[CH:14][N:13]=[CH:12][CH:11]=2)[CH2:8][C@H:7]([C:16]2[CH:21]=[C:20]([O:22][CH3:23])[C:19]([O:24][CH3:25])=[C:18]([O:26][CH3:27])[CH:17]=2)[NH:6]1.C(Cl)[Cl:30]>O>[Cl:30][N:6]1[C@@H:7]([C:16]2[CH:17]=[C:18]([O:26][CH3:27])[C:19]([O:24][CH3:25])=[C:20]([O:22][CH3:23])[CH:21]=2)[CH2:8][C@H:9]([C:10]2[CH:15]=[CH:14][N:13]=[CH:12][CH:11]=2)[C:5]1([CH3:28])[CH3:4] |f:0.1|. Procedure: 30 Ml. of sodium hypochlorite (Cl2 = 10%) are added to a solution of 5.1 g. of 4-[trans-2,2-dimethyl-5-(3,4,5-trimethoxyphenyl)-3-pyrrolidinyl]-pyridine in 50 ml. of CH2Cl2. While stirring, the reaction mixture is heated at 50° C. for 2 hours. 10 Ml. of sodium hypochlorite are added and the reaction mixture is left to react for 2 more hours. After a further addition of 10 ml. of sodium hypochlorite and an additional 2 hours, the reaction mixture is treated with water and extracted three times wi... Reactants: BrC=1C(=NC=C(C(=O)NC2=CC=C(C=C2)OC(F)(F)F)C1)Cl (5-bromo-6-chloro-N-(4-(trifluoromethoxy)phenyl)nicotinamide), CN(C(OC(C)(C)C)=O)[C@@H]1CNCC1 ((S)-tert-butyl methyl(pyrrolidin-3-yl)carbamate). Product: BrC=1C(=NC=C(C1)C(NC1=CC=C(C=C1)OC(F)(F)F)=O)N1C[C@H](CC1)N(C(OC(C)(C)C)=O)C ((5)-tert-Butyl (1-(3-bromo-5-((4-(trifluoromethoxy)phenyl)carbamoyl)pyridin-2-yl)pyrrolidin-3-yl)(methyl)carbamate). Reaction SMILES: [Br:1][C:2]1[C:3](Cl)=[N:4][CH:5]=[C:6]([CH:21]=1)[C:7]([NH:9][C:10]1[CH:15]=[CH:14][C:13]([O:16][C:17]([F:20])([F:19])[F:18])=[CH:12][CH:11]=1)=[O:8].[CH3:23][N:24]([C@H:32]1[CH2:36][CH2:35][NH:34][CH2:33]1)[C:25](=[O:31])[O:26][C:27]([CH3:30])([CH3:29])[CH3:28]>>[Br:1][C:2]1[C:3]([N:34]2[CH2:35][CH2:36][C@H:32]([N:24]([CH3:23])[C:25](=[O:31])[O:26][C:27]([CH3:28])([CH3:29])[CH3:30])[CH2:33]2)=[N:4][CH:5]=[C:6]([C:7](=[O:8])[NH:9][C:10]2[CH:15]=[CH:14][C:13]([O:16][C:17]([F:20])([F:19])[F:18])=[CH:12][CH:11]=2)[CH:21]=1. Procedure details: The title compound was prepared in an analogous fashion to that described in Stage 93.1 using 5-bromo-6-chloro-N-(4-(trifluoromethoxy)phenyl)nicotinamide (Stage 12.2) and (S)-tert-butyl methyl(pyrrolidin-3-yl)carbamate. LC-MS (Condition 6) tR=1.59 min, m/z=558.8/560.8 [M+H]+, m/z=502.9/504.9 [M+H—H2C═C(CH3)2]. The reactants are ClC1=CC=C(C2=CC=C(C=C2C2=NC3=CC=C(C=C3C=C2)C2=NC3=C(N2C2CCCCC2)C=CC(=C3)C(=O)O)C(NCCN(C)C)=O)C=C1 (2-{2-[4′-Chloro-4-(2-dimethylamino-ethylcarbamoyl)-biphen-2-yl]-quinolin-6-yl}-1-cyclohexyl-1H-benzoimidazole-5-carboxylic acid), CN (methyl amine). Product: ClC1=CC=C(C2=CC=C(C=C2C2=NC3=CC=C(C=C3C=C2)C2=NC3=C(N2C2CCCCC2)C=CC(=C3)C(=O)O)C(NC)=O)C=C1 (2-[2-(4′-chloro-4-methylcarbamoyl-biphen-2-yl)-quinolin-6-yl]-1-cyclohexyl-1H-benzoimidazole-5-carboxylic acid). As a reaction SMILES: [Cl:1][C:2]1[CH:49]=[CH:48][C:5]([C:6]2[C:11]([C:12]3[CH:21]=[CH:20][C:19]4[C:14](=[CH:15][CH:16]=[C:17]([C:22]5[N:26]([CH:27]6[CH2:32][CH2:31][CH2:30][CH2:29][CH2:28]6)[C:25]6[CH:33]=[CH:34][C:35]([C:37]([OH:39])=[O:38])=[CH:36][C:24]=6[N:23]=5)[CH:18]=4)[N:13]=3)=[CH:10][C:9]([C:40](=[O:47])[NH:41][CH2:42]CN(C)C)=[CH:8][CH:7]=2)=[CH:4][CH:3]=1.CN>>[Cl:1][C:2]1[CH:3]=[CH:4][C:5]([C:6]2[C:11]([C:12]3[CH:21]=[CH:20][C:19]4[C:14](=[CH:15][CH:16]=[C:17]([C:22]5[N:26]([CH:27]6[CH2:32][CH2:31][CH2:30][CH2:29][CH2:28]6)[C:25]6[CH:33]=[CH:34][C:35]([C:37]([OH:39])=[O:38])=[CH:36][C:24]=6[N:23]=5)[CH:18]=4)[N:13]=3)=[CH:10][C:9]([C:40](=[O:47])[NH:41][CH3:42])=[CH:8][CH:7]=2)=[CH:48][CH:49]=1. Procedure details: The title compound was synthesized as described for Compound 491, except methyl amine was used instead of N1,N1-dimethyl-ethane-1,2-diamine. Reactants: OCCOC=1C=C(C=CC1)C1=NC(=NC=C1)NC1=CC(=C(C(=C1)OC)OC)OC (4-(3-(2-Hydroxyethoxy)phenyl)-N-(3,4,5-trimethoxyphenyl)-2-pyrimidineamine), OC1=CC=C(C=C1)C1=NC(=NC=C1)NC1=CC(=C(C(=C1)OC)OC)OC (4-(4-Hydroxyphenyl)-N-(3,4,5-trimethoxyphenyl)-2-pyrimidineamine), C1(OCCO1)=O (ethylene carbonate), [H-].[Na+] (sodium hydride). Product: OCCOC1=CC=C(C=C1)C1=NC(=NC=C1)NC1=CC(=C(C(=C1)OC)OC)OC (4-(4-(2-Hydroxyethoxy)phenyl)-N-(3,4,5-trimethoxyphenyl)-2-pyrimidineamine). Reaction SMILES: OCCO[C:5]1[CH:6]=[C:7]([C:11]2[CH:16]=[CH:15][N:14]=[C:13]([NH:17][C:18]3[CH:23]=[C:22]([O:24][CH3:25])[C:21]([O:26][CH3:27])=[C:20]([O:28][CH3:29])[CH:19]=3)[N:12]=2)[CH:8]=[CH:9][CH:10]=1.OC1C=CC(C2C=CN=C(NC3C=[C:48]([O:50]C)[C:47]([O:52]C)=C(OC)C=3)N=2)=CC=1.C1(=O)OCCO1.[H-].[Na+]>>[OH:50][CH2:48][CH2:47][O:52][C:10]1[CH:5]=[CH:6][C:7]([C:11]2[CH:16]=[CH:15][N:14]=[C:13]([NH:17][C:18]3[CH:19]=[C:20]([O:28][CH3:29])[C:21]([O:26][CH3:27])=[C:22]([O:24][CH3:25])[CH:23]=3)[N:12]=2)=[CH:8][CH:9]=1 |f:3.4|. Procedure: The compound was prepared in a manner analogous to the preparation of the compound of Example 47 from the compound of Example 49 (250 mg, 0.71 mmol), ethylene carbonate (70 mg, 6.78 mmol) and 60% sodium hydride (dispersion in oil) (30 mg, 0.78 mmol) to give the title compound (140 mg) as a yellow solid m.p 145-146°. MS m/z 398 (M+H)+. Reactants: Cl (hydrochloric acid), C1=CC(=CC=C1O)C (p-cresol), ClC1=C(C=C(C=C1[N+](=O)[O-])C(=O)O)S(=O)(=O)N (2-chloro-3-nitro-5-carboxy-benzenesulphonamide), C([O-])([O-])=O.[K+].[K+] (potassium carbonate). Conditions: temperature 85 celsius, time 16 hour. Procedure: 124 g (0.9 mol) of potassium carbonate are dissolved in 800 ml of water. To this solution, there are added portionwise 1.6 mols of p-cresol and subsequently 112 g (0.4 mol) of 2-chloro-3-nitro-5-carboxy-benzenesulphonamide and the solution is heated to 85° C. The whole is stirred for 16 hours at this temperature, cooled to 25°-30° C and acidified with concentrated hydrochloric acid to pH 1. The oil which thereupon separates is isolated from the aqueous phase and subjected to steam distillation. ... Solvent: O (water). Product: [N+](=O)([O-])C=1C=C(C(=O)O)C=C(C1OC1=CC=C(C=C1)C)S(N)(=O)=O (3-nitro-4-(4'-methylphenoxy)-5-sulphamoylbenzoic acid). RXN SMILES: C(=O)([O-])[O-].[K+].[K+].[CH:7]1[C:12]([OH:13])=[CH:11][CH:10]=[C:9]([CH3:14])[CH:8]=1.Cl[C:16]1[C:21]([N+:22]([O-:24])=[O:23])=[CH:20][C:19]([C:25]([OH:27])=[O:26])=[CH:18][C:17]=1[S:28]([NH2:31])(=[O:30])=[O:29].Cl>O>[N+:22]([C:21]1[CH:20]=[C:19]([CH:18]=[C:17]([S:28](=[O:30])(=[O:29])[NH2:31])[C:16]=1[O:13][C:12]1[CH:7]=[CH:8][C:9]([CH3:14])=[CH:10][CH:11]=1)[C:25]([OH:27])=[O:26])([O-:24])=[O:23] |f:0.1.2|. Reactants: C1CCOC1, COC(=O)CCCCC(C)O, CCc1ccc(-c2c(-c3ccccc3)oc3ncnc(Cl)c23)cc1, O, O=C(O)CC(O)(CC(=O)O)C(=O)O. Yields the product CCc1ccc(-c2c(-c3ccccc3)oc3ncnc(OC(C)CCCCC(=O)OC)c23)cc1. Reaction SMILES: [CH2:49]1[O:50][CH2:51][CH2:52][CH2:53]1.[CH3:1][O:2][C:3]([CH2:4][CH2:5][CH2:6][CH2:7][CH:8]([CH3:9])[OH:10])=[O:11].[Cl:12][c:13]1[c:14]2[c:15]([n:16][cH:17][n:18]1)[o:19][c:20](-[c:30]1[cH:31][cH:32][cH:33][cH:34][cH:35]1)[c:21]2-[c:22]1[cH:23][cH:24][c:25]([CH2:28][CH3:29])[cH:26][cH:27]1.[OH2:54].[OH:36][C:37]([CH2:38][C:39]([C:40](=[O:41])[OH:42])([CH2:43][C:44](=[O:45])[OH:46])[OH:47])=[O:48]>>[CH3:1][O:2][C:3]([CH2:4][CH2:5][CH2:6][CH2:7][CH:8]([CH3:9])[O:10][c:13]1[c:14]2[c:15]([n:16][cH:17][n:18]1)[o:19][c:20](-[c:30]1[cH:31][cH:32][cH:33][cH:34][cH:35]1)[c:21]2-[c:22]1[cH:23][cH:24][c:25]([CH2:28][CH3:29])[cH:26][cH:27]1)=[O:11].